Dataset: the Open Reaction Database (ORD), a public repository of structured organic reaction records. Task: describe an organic reaction: reactants, conditions, products, and yield The yield is 97.6%. Conditions: time 7 hour. Reported procedure: To a solution of 3-(N-BOC-N-methylamino)pyrrolidine (150 mg, 0.75 mmol) in DMF (1.5 mL) was added potassium iodide (25 mg, 0.15 mmol) and potassium carbonate (207 mg, 1.50 mmol) followed by 1-bromopentane (0.097 mL, 0.78 mmol). The mixture was stirred 7 h at room temperature. Most of the DMF was then removed under low pressure and the residue partitioned between dichloromethane and water. The organic layer was dried over sodium sulfate and concentrated to give the title compound (198 mg, 98% yie... RXN SMILES: [C:1]([N:8]([CH:10]1[CH2:14][CH2:13][NH:12][CH2:11]1)[CH3:9])([O:3][C:4]([CH3:7])([CH3:6])[CH3:5])=[O:2].[I-].[K+].C(=O)([O-])[O-].[K+].[K+].Br[CH2:24][CH2:25][CH2:26][CH2:27][CH3:28]>CN(C=O)C>[C:4]([O:3][C:1](=[O:2])[N:8]([CH:10]1[CH2:14][CH2:13][N:12]([CH2:24][CH2:25][CH2:26][CH2:27][CH3:28])[CH2:11]1)[CH3:9])([CH3:6])([CH3:7])[CH3:5] |f:1.2,3.4.5|. Yields the product C(C)(C)(C)OC(N(C)C1CN(CC1)CCCCC)=O ((1-Pentyl-pyrrolidin-3-yl)-methyl-carbamic acid tert-butyl ester). Run in CN(C)C=O (DMF). Starting materials: C(=O)(OC(C)(C)C)N(C)C1CNCC1 (3-(N-BOC-N-methylamino)pyrrolidine), [I-].[K+] (potassium iodide), C([O-])([O-])=O.[K+].[K+] (potassium carbonate), BrCCCCC (1-bromopentane). Starting materials: CSc1ncc(-c2ccccc2)c(O)n1, O=P(Cl)(Cl)Cl. The product is CSc1ncc(-c2ccccc2)c(Cl)n1. Reaction SMILES: [CH3:1][S:2][c:3]1[n:4][cH:5][c:6](-[c:10]2[cH:11][cH:12][cH:13][cH:14][cH:15]2)[c:7]([OH:9])[n:8]1.[P:16]([Cl:17])([Cl:18])([Cl:19])=[O:20]>>[CH3:1][S:2][c:3]1[n:4][cH:5][c:6](-[c:10]2[cH:11][cH:12][cH:13][cH:14][cH:15]2)[c:7]([Cl:18])[n:8]1. Reactants: C(=O)C1=CC(=CS1)B(O)O (5-formylthiophen-3-ylboronic acid), N(=NC(=O)OC(C)(C)C)C(=O)OC(C)(C)C (di-tert-butyl azodicarboxylate). Reagents/catalysts: C(C)(=O)[O-].[Cu+2].C(C)(=O)[O-] (copper(II) acetate). The solvent is C1CCOC1 (THF). Run at time 18.5 hour. Product: C(=O)C1=CC(=CS1)N(NC(=O)OC(C)(C)C)C(=O)OC(C)(C)C (Di-tert-butyl 1-(5-formylthiophen-3-yl)hydrazine-1,2-dicarboxylate). Yield: 86.0%. As a reaction SMILES: [CH:1]([C:3]1[S:7][CH:6]=[C:5](B(O)O)[CH:4]=1)=[O:2].[N:11]([C:20]([O:22][C:23]([CH3:26])([CH3:25])[CH3:24])=[O:21])=[N:12][C:13]([O:15][C:16]([CH3:19])([CH3:18])[CH3:17])=[O:14]>C1COCC1.C([O-])(=O)C.[Cu+2].C([O-])(=O)C>[CH:1]([C:3]1[S:7][CH:6]=[C:5]([N:11]([C:20]([O:22][C:23]([CH3:26])([CH3:25])[CH3:24])=[O:21])[NH:12][C:13]([O:15][C:16]([CH3:17])([CH3:18])[CH3:19])=[O:14])[CH:4]=1)=[O:2] |f:3.4.5|. Reported procedure: To a solution of 5-formylthiophen-3-ylboronic acid (2 g, 12.82 mmol) and di-tert-butyl azodicarboxylate (1.476 g, 6.41 mmol) in THF (12 mL) under nitrogen was added copper(II) acetate (0.116 g, 0.641 mmol) in one portion according to the procedure of T. Uemura and N. Chatani (J. Org. Chem. 2005, 70, 8631-8634). The suspension was then stirred for 18.5 hours at room temperature. The resulting brown solution was then concentrated and the residue was dissolved in DCM and methanol and loaded on sili... Starting materials: Cl (HCl), ClC1=C(C=C(C=C1)NC(=O)C1=CC=C(CN2C(CN(CC2)C(=O)OC(C)(C)C)=O)C=C1)C1=NC=CC=C1 (tert-butyl 4-(4-(4-chloro-3-(pyridin-2-yl)phenylcarbamoyl)benzyl)-3-oxopiperazine-1-carboxylate). The product is ClC1=C(C=C(C=C1)NC(C1=CC=C(C=C1)CN1C(CNCC1)=O)=O)C1=NC=CC=C1 (N-(4-chloro-3-(pyridin-2-yl)phenyl)-4-((2-oxopiperazin-1-yl)methyl)benzamide). As a reaction SMILES: Cl.[Cl:2][C:3]1[CH:8]=[CH:7][C:6]([NH:9][C:10]([C:12]2[CH:32]=[CH:31][C:15]([CH2:16][N:17]3[CH2:22][CH2:21][N:20](C(OC(C)(C)C)=O)[CH2:19][C:18]3=[O:30])=[CH:14][CH:13]=2)=[O:11])=[CH:5][C:4]=1[C:33]1[CH:38]=[CH:37][CH:36]=[CH:35][N:34]=1>>[Cl:2][C:3]1[CH:8]=[CH:7][C:6]([NH:9][C:10](=[O:11])[C:12]2[CH:13]=[CH:14][C:15]([CH2:16][N:17]3[CH2:22][CH2:21][NH:20][CH2:19][C:18]3=[O:30])=[CH:31][CH:32]=2)=[CH:5][C:4]=1[C:33]1[CH:38]=[CH:37][CH:36]=[CH:35][N:34]=1. Procedure: 500 mg of methyl 4-(bromomethyl)benzoate was reacted with 480 mg of tert-butyl 3-oxopiperazine-1-carboxylate and 1 g of Cesium Carbonate in 9 mL of DMF at 45° C. Upon completion, the reaction was extracted in Ethyl Acetate 2 times saturated bicarbonate, dried over Magnesium Sulfate, filtered and concentrated to give tert-butyl 4-(4-(methoxycarbonyl)benzyl)-3-oxopiperazine-1-carboxylate. 613 mg of tert-butyl 4-(4-(methoxycarbonyl)benzyl)-3-oxopiperazine-1-carboxylate was hydrolyzed via Procedure ... The reactants are COc1cc(Br)ccc1CO, CC(C)(C)[Si](C)(C)Cl, CN(C)C=O, c1c[nH]cn1. Yields the product COc1cc(Br)ccc1CO[Si](C)(C)C(C)(C)C. As a reaction SMILES: [Br:9][c:10]1[cH:11][c:12]([O:18][CH3:19])[c:13]([CH2:16][OH:17])[cH:14][cH:15]1.[C:1]([CH3:2])([CH3:3])([CH3:4])[Si:5]([CH3:6])([CH3:7])[Cl:8].[O:25]=[CH:26][N:27]([CH3:28])[CH3:29].[nH:20]1[cH:21][cH:22][n:23][cH:24]1>>[C:1]([CH3:2])([CH3:3])([CH3:4])[Si:5]([CH3:6])([CH3:7])[O:17][CH2:16][c:13]1[c:12]([O:18][CH3:19])[cH:11][c:10]([Br:9])[cH:15][cH:14]1. Starting materials: OC1=C(OC=CC1=O)C (3-hydroxy-2-methyl-4-oxopyrane), [OH-].[Na+] (sodium hydroxide), C(Cl)C1CO1 (epichlorohydrin). Run in O (water). Conditions: time 3 hour. The product is O1C(COC2=C(OC=CC2=O)C)C1 (3-(2,3-epoxypropoxy)-2-methyl-4-oxopyrane). Yield: 45.6%. As a reaction SMILES: [OH:1][C:2]1[C:7](=[O:8])[CH:6]=[CH:5][O:4][C:3]=1[CH3:9].[OH-].[Na+].[CH2:12]([CH:14]1[O:16][CH2:15]1)Cl>O>[O:16]1[CH2:15][CH:14]1[CH2:12][O:1][C:2]1[C:7](=[O:8])[CH:6]=[CH:5][O:4][C:3]=1[CH3:9] |f:1.2|. Procedure: A mixture of 3-hydroxy-2-methyl-4-oxopyrane (12.6 g), sodium hydroxide (4 g), epichlorohydrin (9.25 g) and water (50 ml) is stirred at room temperature, under nitrogen atmosphere, for 3 hours; then it is extracted four times with chloroform (120 ml) and the organic extracts are combined, washed with water, dried and evaporated to dryness yielding 8.3 g of 3-(2,3-epoxypropoxy)-2-methyl-4-oxopyrane. A mixture of said product and 2-aminotetralin (7.3 g) in absolute ethanol (100 ml) is charged into ... The reactants are C(C)(C)(C)N=NC(C)(CC(C)(C)C)Cl (2-t-butylazo-2-chloro-4,4-dimethylpentane), C(C)(C)(C)OO (t-butyl hydroperoxide), [OH-].[Na+] (NaOH). Solvent: CO (methanol). Yields the product C(C)(C)(C)N=NC(C)(CC(C)(C)C)OOC(C)(C)C (2-t-butylazo-2-(t-butylperoxy)-4,4-dimethylpentane). As a reaction SMILES: [C:1]([N:5]=[N:6][C:7](Cl)([CH2:9][C:10]([CH3:13])([CH3:12])[CH3:11])[CH3:8])([CH3:4])([CH3:3])[CH3:2].[C:15]([O:19][OH:20])([CH3:18])([CH3:17])[CH3:16].[OH-].[Na+]>CO>[C:1]([N:5]=[N:6][C:7]([O:20][O:19][C:15]([CH3:18])([CH3:17])[CH3:16])([CH2:9][C:10]([CH3:13])([CH3:12])[CH3:11])[CH3:8])([CH3:4])([CH3:3])[CH3:2] |f:2.3|. Reported procedure: The 2-t-butylazo-2-(t-butylperoxy)-4,4-dimethylpentane was prepared in 78% crude yield from 3.36 grams (.02moles) of 2-t-butylazo-2-chloro-4,4-dimethylpentane, 2.77 grams (.0277 moles) of 90% t-butyl hydroperoxide and 2.0 grams (.025 moles) of 50% NaOH in 20 ml. of methanol. The procedure was the same as that described in Example X. The reactants are COC=1C=C(C(=O)NN)C=C(C1OCC)OC (3,5-dimethoxy-4-ethoxybenzoic acid hydrazide), C1(=CC=CC=C1)C=C1C(CCC1)=O (2-phenylmethylenecyclopentan-1-one). Run in C(C)O (ethanol), C(C)O (ethanol). Conditions: time 1 hour. Product: COC=1C=C(C(=O)NN=C2C(CCC2)=CC2=CC=CC=C2)C=C(C1OCC)OC (N-(3,5-dimethoxy-4-ethoxybenzoyl)-N'-[(2-phenylmethylenecyclopentylidene)]-hydrazine). As a reaction SMILES: [CH3:1][O:2][C:3]1[CH:4]=[C:5]([CH:10]=[C:11]([O:16][CH3:17])[C:12]=1[O:13][CH2:14][CH3:15])[C:6]([NH:8][NH2:9])=[O:7].[C:18]1([CH:24]=[C:25]2[CH2:29][CH2:28][CH2:27][C:26]2=O)[CH:23]=[CH:22][CH:21]=[CH:20][CH:19]=1>C(O)C>[CH3:17][O:16][C:11]1[CH:10]=[C:5]([CH:4]=[C:3]([O:2][CH3:1])[C:12]=1[O:13][CH2:14][CH3:15])[C:6]([NH:8][N:9]=[C:26]1[CH2:27][CH2:28][CH2:29][C:25]1=[CH:24][C:18]1[CH:19]=[CH:20][CH:21]=[CH:22][CH:23]=1)=[O:7]. Procedure: A solution of 30.2 g (0.126 moles) of 3,5-dimethoxy-4-ethoxybenzoic acid hydrazide in 250 cm3 of anhydrous ethanol is added to a solution of 21.8 g (0.126 moles) of 2-phenylmethylenecyclopentan-1-one in 50 cm3 of ethanol. The reaction mixture is boiled for one hour, then cooled. The separated crystals are filtered off and dried. Yield: 39.78 g (80.0%). M.p.: 239°-240° C. Starting materials: carboxylic acid, C1(=CC=CC=C1)C(CNC[C@H](COC=1C=C(C=CC1)CC(=O)O)C)C1=CC=CC=C1 ((R)-2-(3-{3-[(2,2-diphenylethyl)amino]2-methyl-propoxy}-phenyl)acetic acid), ClC1=C(C=O)C=CC=C1C(F)(F)F (2-chloro-3-trifluoromethylbenzaldehyde), Cl.CCOCC (HCl Et2O), FC=1C=C(C=O)C=CC1OC (3-fluoro-4-methoxybenzaldehyde), COC(CC1=CC(=CC=C1)OCC[C@@H](C)NCC(C1=CC=CC=C1)C1=CC=CC=C1)=O ((R)-2-(3-{3-[(2,2-diphenylethyl)amino]-3-methyl-propoxy}phenyl)acetic acid methyl ester), amine carboxylic acid. The solvent is CCOCC (Et2O). Product: Cl.FC=1C=C(CN(C[C@H](COC=2C=C(C=CC2)CC(=O)O)C)CC(C2=CC=CC=C2)C2=CC=CC=C2)C=CC1OC ((R)-2-(3-{3-[[3-Fluoro-4-methoxy-benzyl](2,2-diphenylethyl)amino]-2-methyl-propoxy}-phenyl)acetic acid hydrochloride salt). RXN SMILES: [C:1]1([CH:7]([C:25]2[CH:30]=[CH:29][CH:28]=[CH:27][CH:26]=2)[CH2:8][NH:9][CH2:10][C@@H:11]([CH3:24])[CH2:12][O:13][C:14]2[CH:15]=[C:16]([CH2:20][C:21]([OH:23])=[O:22])[CH:17]=[CH:18][CH:19]=2)[CH:6]=[CH:5][CH:4]=[CH:3][CH:2]=1.[F:31][C:32]1[CH:33]=[C:34]([CH:37]=[CH:38][C:39]=1[O:40][CH3:41])[CH:35]=O.COC(=O)CC1C=CC=C(OCC[C@H](NCC(C2C=CC=CC=2)C2C=CC=CC=2)C)C=1.[Cl:73]C1C(C(F)(F)F)=CC=CC=1C=O.Cl.CCOCC>CCOCC>[ClH:73].[F:31][C:32]1[CH:33]=[C:34]([CH:37]=[CH:38][C:39]=1[O:40][CH3:41])[CH2:35][N:9]([CH2:8][CH:7]([C:1]1[CH:2]=[CH:3][CH:4]=[CH:5][CH:6]=1)[C:25]1[CH:26]=[CH:27][CH:28]=[CH:29][CH:30]=1)[CH2:10][C@@H:11]([CH3:24])[CH2:12][O:13][C:14]1[CH:15]=[C:16]([CH2:20][C:21]([OH:23])=[O:22])[CH:17]=[CH:18][CH:19]=1 |f:4.5,7.8|. Procedure details: Following the procedure of Example 7(d) except (R)-2-(3-{3-[(2,2-diphenylethyl)amino]2-methyl-propoxy}-phenyl)acetic acid (Example 30-Step (a-b)) and 3-fluoro-4-methoxybenzaldehyde were used instead of (R)-2-(3-{3-[(2,2-diphenylethyl)amino]-3-methyl-propoxy}phenyl)acetic acid methyl ester and 2-chloro-3-trifluoromethylbenzaldehyde in step (d) the corresponding carboxylic acid was obtained. The resulting amine/carboxylic acid was dissolved in Et2O (diethylether) and acidified with 1.0 M HCl/Et2O....